The task is: describe an organic reaction: reactants, conditions, products, and yield. This data is from the Open Reaction Database (ORD), a public repository of structured organic reaction records. Reactants: CC(C)(C)c1cccc(NC(=O)c2ccc(Br)c(F)c2)c1, CC(C)(C)OC(=O)N1CCNCC1, CC(C)(C)[O-], [Na+], C1COCCO1. Yields the product CC(C)(C)c1cccc(NC(=O)c2ccc(N3CCNCC3)c(F)c2)c1. As a reaction SMILES: [Br:1][c:2]1[c:3]([F:21])[cH:4][c:5]([C:6](=[O:7])[NH:8][c:9]2[cH:10][c:11]([C:15]([CH3:16])([CH3:17])[CH3:18])[cH:12][cH:13][cH:14]2)[cH:19][cH:20]1.[C:22]([O:23][C:24](=[O:25])[N:29]1[CH2:30][CH2:31][NH:32][CH2:33][CH2:34]1)([CH3:26])([CH3:27])[CH3:28].[CH3:35][C:36]([CH3:37])([O-:38])[CH3:39].[Na+:40].[O:41]1[CH2:42][CH2:43][O:44][CH2:45][CH2:46]1>>[c:2]1([N:29]2[CH2:30][CH2:31][NH:32][CH2:33][CH2:34]2)[c:3]([F:21])[cH:4][c:5]([C:6](=[O:7])[NH:8][c:9]2[cH:10][c:11]([C:15]([CH3:16])([CH3:17])[CH3:18])[cH:12][cH:13][cH:14]2)[cH:19][cH:20]1. Reaction conditions: temperature 25 celsius, time 9 hour. The product is COc3ccc(c2ccc1ccccc1c2)cc3. Reactants: COc2ccc1ccccc1c2 (substrate), COc1ccc([Zn](C)(C)(C)([Li])[Li])cc1 (effective_coupling_partner). Reagents/catalysts: PCy3. The reactants are C(C)(C)(C)C1=C(C(=CC=C1)C(C)(C)C)O (2,6-di-t-butylphenol), [H-].[Na+] (sodium hydride), C(C=C)Br (allyl bromide), ice water, Cl (hydrochloric acid), C(=S)=S (carbon disulfide). Run in C(OC)COC (dimethoxyethane), C(OC)COC (dimethoxyethane). Reaction conditions: temperature 25 celsius, time 1 hour. The product is C(C)(C)(C)C=1C=C(C(=S)SCC=C)C=C(C1O)C(C)(C)C (allyl 3,5-di-t-butyl-4-hydroxydithiobenzoate). As a reaction SMILES: [C:1]([C:5]1[CH:10]=[CH:9][CH:8]=[C:7]([C:11]([CH3:14])([CH3:13])[CH3:12])[C:6]=1[OH:15])([CH3:4])([CH3:3])[CH3:2].[H-].[Na+].Cl.[CH2:19](Br)[CH:20]=[CH2:21].[C:23](=[S:25])=[S:24]>C(COC)OC>[C:11]([C:7]1[CH:8]=[C:9]([CH:10]=[C:5]([C:1]([CH3:4])([CH3:3])[CH3:2])[C:6]=1[OH:15])[C:23]([S:25][CH2:19][CH:20]=[CH2:21])=[S:24])([CH3:14])([CH3:13])[CH3:12] |f:1.2|. Procedure: A 0.1 mol sample of 2,6-di-t-butylphenol was added dropwise to a solution of 0.2 mol sodium hydride (57% in mineral oil) in 150 ml dimethoxyethane under an atmosphere of nitrogen at about 25° C. After the addition was completed, the reaction mixture was stirred for one hour at 25° C. A 0.1 mol sample of carbon disulfide was then added and the resulting reaction mixture stirred at about 25° C. for 10 minutes. Concentrated hydrochloric acid (0.1 mol) was added slowly, followed by 0.1 mol allyl bro... Starting materials: Brc1cnc(I)nc1, COCCOC, CCCCCCCCOc1ccc(B(O)O)c(F)c1F, [Na+], [Na+], O=C([O-])[O-], O, c1ccc(P(c2ccccc2)(c2ccccc2)[Pd](P(c2ccccc2)(c2ccccc2)c2ccccc2)(P(c2ccccc2)(c2ccccc2)c2ccccc2)P(c2ccccc2)(c2ccccc2)c2ccccc2)cc1. The product is CCCCCCCCOc1ccc(-c2ncc(Br)cn2)c(F)c1F. As a reaction SMILES: [Br:1][c:2]1[cH:3][n:4][c:5]([I:8])[n:6][cH:7]1.[CH3:36][O:37][CH2:38][CH2:39][O:40][CH3:41].[F:15][c:16]1[c:17]([B:32]([OH:33])[OH:34])[cH:18][cH:19][c:20]([O:23][CH2:24][CH2:25][CH2:26][CH2:27][CH2:28][CH2:29][CH2:30][CH3:31])[c:21]1[F:22].[Na+:10].[Na+:9].[O-:11][C:12](=[O:13])[O-:14].[OH2:35].[cH:42]1[cH:43][cH:44][c:45]([P:46]([Pd:47]([P:48]([c:49]2[cH:50][cH:51][cH:52][cH:53][cH:54]2)([c:55]2[cH:56][cH:57][cH:58][cH:59][cH:60]2)[c:61]2[cH:62][cH:63][cH:64][cH:65][cH:66]2)([P:67]([c:68]2[cH:69][cH:70][cH:71][cH:72][cH:73]2)([c:74]2[cH:75][cH:76][cH:77][cH:78][cH:79]2)[c:80]2[cH:81][cH:82][cH:83][cH:84][cH:85]2)[P:86]([c:87]2[cH:88][cH:89][cH:90][cH:91][cH:92]2)([c:93]2[cH:94][cH:95][cH:96][cH:97][cH:98]2)[c:99]2[cH:100][cH:101][cH:102][cH:103][cH:104]2)([c:105]2[cH:106][cH:107][cH:108][cH:109][cH:110]2)[c:111]2[cH:112][cH:113][cH:114][cH:115][cH:116]2)[cH:117][cH:118]1>>[Br:1][c:2]1[cH:3][n:4][c:5](-[c:17]2[c:16]([F:15])[c:21]([F:22])[c:20]([O:23][CH2:24][CH2:25][CH2:26][CH2:27][CH2:28][CH2:29][CH2:30][CH3:31])[cH:19][cH:18]2)[n:6][cH:7]1. Starting materials: ice water, C(C)(=O)OC(=O)C1=C(C2=CC=C(C=C2C=C1)OC)CC (ethyl(6-methoxy-2-naphthoyl) acetate), C1(O)=CC(O)=CC=C1 (resorcinol), P(=O)(Cl)(Cl)Cl (phosphoryl chloride), C1=CC=CC=C1 (benzene). The product is OC1=CC=C2C(=CC(OC2=C1)=O)C1=CC2=CC=C(C=C2C=C1)OC (7-hydroxy-4(6-methoxy-2-naphthyl)coumarin). Yield: 69.0%. Reaction SMILES: C(OC([C:7]1[CH:16]=[CH:15][C:14]2[C:9](=[CH:10][CH:11]=[C:12]([O:17][CH3:18])[CH:13]=2)[C:8]=1CC)=O)(=O)C.[C:21]1([CH:28]=[CH:27][CH:26]=[C:24]([OH:25])[CH:23]=1)[OH:22].P(Cl)(Cl)(Cl)=[O:30].[CH:34]1[CH:39]=CC=C[CH:35]=1>>[OH:22][C:21]1[CH:23]=[C:24]2[C:26]([C:35]([C:7]3[CH:8]=[CH:9][C:10]4[C:15](=[CH:14][CH:13]=[C:12]([O:17][CH3:18])[CH:11]=4)[CH:16]=3)=[CH:34][C:39](=[O:30])[O:25]2)=[CH:27][CH:28]=1. Procedure: A stirred solution of ethyl(6-methoxy-2-naphthoyl) acetate (36 g, 0.132 mole), resorcinol (14.6 g, 0.132 mole) and phosphoryl chloride (32 ml) in benzene (200 ml) was refluxed for 3 hours. The reaction mixture was allowed to cool, poured into ice/water and filtered to give the crude product as a red solid. Recrystallisation from ethanol gave 7-hydroxy-4(6-methoxy-2-naphthyl)coumarin (28.9 g, 69%) m.p. 223°-225° C. The reactants are CC(C)=C(C)c1ccc(O[Si](C)(C)C(C)(C)C)cc1, c1ccccc1. Product: C=C(c1ccc(O[Si](C)(C)C(C)(C)C)cc1)C(C)C. Reaction SMILES: [C:1]([CH3:2])([CH3:3])([CH3:4])[Si:5]([CH3:6])([CH3:7])[O:8][c:9]1[cH:10][cH:11][c:12]([C:15](=[C:16]([CH3:17])[CH3:18])[CH3:19])[cH:13][cH:14]1.[cH:20]1[cH:21][cH:22][cH:23][cH:24][cH:25]1>>[C:1]([CH3:2])([CH3:3])([CH3:4])[Si:5]([CH3:6])([CH3:7])[O:8][c:9]1[cH:10][cH:11][c:12]([C:15]([CH:16]([CH3:17])[CH3:18])=[CH2:19])[cH:13][cH:14]1. Run at time 3 hour. The reagents and catalysts are [Pd] (Palladium on carbon). Yields the product O=S1(C2=C(CC1)C=C(C=C2)N)=O (1,1-Dioxo-2,3-dihydro-1H-benzo[b]thiophen-5-ylamine). Solvent: CCO.C1CCOC1 (EtOH THF), CCO.C1CCOC1 (EtOH THF). RXN SMILES: [N+:1]([C:4]1[CH:14]=[CH:13][C:7]2[S:8](=[O:12])(=[O:11])[CH:9]=[CH:10][C:6]=2[CH:5]=1)([O-])=O>[Pd].CCO.C1COCC1>[O:11]=[S:8]1(=[O:12])[CH2:9][CH2:10][C:6]2[CH:5]=[C:4]([NH2:1])[CH:14]=[CH:13][C:7]1=2 |f:2.3|. The reactants are [N+](=O)([O-])C1=CC2=C(S(C=C2)(=O)=O)C=C1 (5-nitrobenzo[b]thiophene 1,1-dioxide). Procedure: Palladium on carbon (25 mg) was placed under an inert atmosphere and suspended in 1:1 v/v EtOH/THF (10 mL). A solution of 5-nitrobenzo[b]thiophene 1,1-dioxide (250 mg, 1.18 mmol) in EtOH/THF (1:1) was then added, and the reaction mixture placed under H2 atmosphere (1 Atm pressure) and stirred at RT for 3 h. Reaction is filtered through a Celite pad and washed well with MeOH to obtain the title compound (200 mg, 92%) as a brown solid: TLC (10% MeOH/DCM w/5% NH4OH), Rf=0.40; LC MS m/z 184.1 (MH+). Yield: 92.5%. Reactants: CCOP(=O)(COC(COn1cnc2c(N)ncnc21)CO[Si](c1ccccc1)(c1ccccc1)C(C)(C)C)OCC, CCCCCC, O=C(O)C(F)(F)F, O. Product: CCOP(=O)(COC(CO)COn1cnc2c(N)ncnc21)OCC. Reaction SMILES: [C:1]([Si:2]([c:3]1[cH:4][cH:5][cH:31][cH:32][cH:33]1)([O:6][CH2:7][CH:8]([CH2:9][O:10][n:11]1[c:12]2[n:13][cH:14][n:15][c:16]([NH2:20])[c:17]2[n:18][cH:19]1)[O:21][CH2:22][P:23](=[O:24])([O:25][CH2:26][CH3:27])[O:28][CH2:29][CH3:30])[c:34]1[cH:35][cH:36][cH:37][cH:38][cH:39]1)([CH3:40])([CH3:41])[CH3:42].[CH3:43][CH2:44][CH2:45][CH2:46][CH2:47][CH3:48].[F:50][C:51]([F:52])([F:53])[C:54]([OH:55])=[O:56].[OH2:49]>>[OH:6][CH2:7][CH:8]([CH2:9][O:10][n:11]1[c:12]2[n:13][cH:14][n:15][c:16]([NH2:20])[c:17]2[n:18][cH:19]1)[O:21][CH2:22][P:23](=[O:24])([O:25][CH2:26][CH3:27])[O:28][CH2:29][CH3:30]. The reactants are C1(=CC=C(C=C1)N1CCCC1)C1=CC=CC=C1 (Biphenyl-4-ylpyrrolidine), ClS(=O)(=O)O (chlorosulfonic acid), C([O-])(O)=O.[Na+] (sodium bicarbonate). Run at temperature 60 celsius. Yields the product N1(CCCC1)C1=CC=C(C=C1)C1=CC=C(C=C1)S(=O)(=O)Cl (4′-Pyrrolidin-1-ylbiphenyl-4-sulfonyl chloride). As a reaction SMILES: [C:1]1([C:12]2[CH:17]=[CH:16][CH:15]=[CH:14][CH:13]=2)[CH:6]=[CH:5][C:4]([N:7]2[CH2:11][CH2:10][CH2:9][CH2:8]2)=[CH:3][CH:2]=1.[Cl:18][S:19](O)(=[O:21])=[O:20].C(=O)(O)[O-].[Na+]>>[N:7]1([C:4]2[CH:5]=[CH:6][C:1]([C:12]3[CH:13]=[CH:14][C:15]([S:19]([Cl:18])(=[O:21])=[O:20])=[CH:16][CH:17]=3)=[CH:2][CH:3]=2)[CH2:11][CH2:10][CH2:9][CH2:8]1 |f:2.3|. Procedure: 6 g (0.023 mol) of the product from stage 1 was introduced into 11 ml of chlorosulfonic acid in portions with cooling and under protecting gas and the mixture was heated at 60° C. for 3.5 h. The solution was added to ice, the suspension was brought to pH 8 by addition of solid sodium bicarbonate, and the precipitated product was filtered off with suction and dried under reduced pressure.